Dataset: the Open Reaction Database (ORD), a public repository of structured organic reaction records. Task: describe an organic reaction: reactants, conditions, products, and yield Reactants: CN(C)CC1=CC=C(N\C(\C2=CC=CC=C2)=C\2/C(NC3=CC(=CC=C23)C(=O)O)=O)C=C1 (3-Z-[1-(4-(dimethylaminomethyl)-anilino)-1-phenyl-methylene]-6-carboxy-2-indolinone), NC1=CC=CC=C1.CN(CCO)C (2-dimethylaminoethanol aniline). The product is CN(C)CC1=CC=C(N\C(\C2=CC=CC=C2)=C\2/C(NC3=CC(=CC=C23)C(=O)OCCN(C)C)=O)C=C1 (3-Z-[1-(4-(dimethylaminomethyl)-anilino)-1-phenyl-methylene]-6-[(2-dimethylamino-ethoxy)-carbonyl]-2-indolinone). Reaction SMILES: [CH3:1][N:2]([CH2:4][C:5]1[CH:31]=[CH:30][C:8]([NH:9]/[C:10](=[C:17]2\[C:18](=[O:29])[NH:19][C:20]3[C:25]\2=[CH:24][CH:23]=[C:22]([C:26]([OH:28])=[O:27])[CH:21]=3)/[C:11]2[CH:16]=[CH:15][CH:14]=[CH:13][CH:12]=2)=[CH:7][CH:6]=1)[CH3:3].NC1C=CC=CC=1.[CH3:39][N:40]([CH3:44])[CH2:41][CH2:42]O>>[CH3:3][N:2]([CH2:4][C:5]1[CH:6]=[CH:7][C:8]([NH:9]/[C:10](=[C:17]2\[C:18](=[O:29])[NH:19][C:20]3[C:25]\2=[CH:24][CH:23]=[C:22]([C:26]([O:28][CH2:42][CH2:41][N:40]([CH3:44])[CH3:39])=[O:27])[CH:21]=3)/[C:11]2[CH:12]=[CH:13][CH:14]=[CH:15][CH:16]=2)=[CH:30][CH:31]=1)[CH3:1] |f:1.2|. Procedure details: Prepared from 3-Z-[1-(4-(dimethylaminomethyl)-anilino)-1-phenyl-methylene]-6-carboxy-2-indolinone and 2-dimethylaminoethanol aniline Rf value: 0.5 (silica gel, methylene chloride/methanol=5:2) C29H32N4O3 The reactants are CN(C(=O)C(C)(C)c1cc(C(F)(F)F)cc(C(F)(F)F)c1)c1cnc(Cl)cc1-c1ccccc1Cl, Cc1cc(F)ccc1B(O)O. Yields the product Cc1cc(F)ccc1-c1cc(Cl)ncc1N(C)C(=O)C(C)(C)c1cc(C(F)(F)F)cc(C(F)(F)F)c1. As a reaction SMILES: [F:1][C:2]([c:3]1[cH:4][c:5]([C:13]([C:14](=[O:15])[N:16]([CH3:17])[c:18]2[cH:19][n:20][c:21]([Cl:31])[cH:22][c:23]2-[c:24]2[cH:25][cH:26][cH:27][cH:28][c:29]2[Cl:30])([CH3:32])[CH3:33])[cH:6][c:7]([C:9]([F:10])([F:11])[F:12])[cH:8]1)([F:34])[F:35].[F:36][c:37]1[cH:38][c:39]([CH3:46])[c:40]([B:43]([OH:44])[OH:45])[cH:41][cH:42]1>>[F:1][C:2]([c:3]1[cH:4][c:5]([C:13]([C:14](=[O:15])[N:16]([CH3:17])[c:18]2[cH:19][n:20][c:21]([Cl:31])[cH:22][c:23]2-[c:40]2[c:39]([CH3:46])[cH:38][c:37]([F:36])[cH:42][cH:41]2)([CH3:32])[CH3:33])[cH:6][c:7]([C:9]([F:10])([F:11])[F:12])[cH:8]1)([F:34])[F:35]. The reactants are CCOC(=O)CBr, O=C([O-])[O-], CNC1CCCN(C(=O)c2ccc(NC(=O)c3ccccc3C)cc2)c2ccccc21, CC#N, [K+], [K+]. The product is CCOC(=O)CN(C)C1CCCN(C(=O)c2ccc(NC(=O)c3ccccc3C)cc2)c2ccccc21. RXN SMILES: [Br:38][CH2:39][C:40](=[O:41])[O:42][CH2:43][CH3:44].[C:32](=[O:33])([O-:34])[O-:35].[CH3:1][NH:2][CH:3]1[CH2:4][CH2:5][CH2:6][N:7]([C:14]([c:15]2[cH:16][cH:17][c:18]([NH:21][C:22]([c:23]3[c:24]([CH3:29])[cH:25][cH:26][cH:27][cH:28]3)=[O:30])[cH:19][cH:20]2)=[O:31])[c:8]2[c:9]1[cH:10][cH:11][cH:12][cH:13]2.[CH3:45][C:46]#[N:47].[K+:36].[K+:37]>>[CH3:1][N:2]([CH:3]1[CH2:4][CH2:5][CH2:6][N:7]([C:14]([c:15]2[cH:16][cH:17][c:18]([NH:21][C:22]([c:23]3[c:24]([CH3:29])[cH:25][cH:26][cH:27][cH:28]3)=[O:30])[cH:19][cH:20]2)=[O:31])[c:8]2[c:9]1[cH:10][cH:11][cH:12][cH:13]2)[CH2:39][C:40](=[O:41])[O:42][CH2:43][CH3:44]. Reactants: C(C1=CC=CC=C1)OC1=CC(=C(C=C1OC)C(C)=O)[N+](=O)[O-] (1-(4-Benzyloxy-5-methoxy-2-nitrophenyl)ethanone), C(=O)[O-].[NH4+] (HCOONH4). Reagents/catalysts: [Fe] (iron). Solvent: CCOC(=O)C (EtOAc), C1(=CC=CC=C1)C.O (toluene water). Conditions: temperature 103 celsius, time 8 hour. Product: NC1=C(C=C(C(=C1)OCC1=CC=CC=C1)OC)C(C)=O (1-(2-amino-4-(benzyloxy)-5-methoxyphenyl)ethanone). The yield is 98.6%. Reaction SMILES: [CH2:1]([O:8][C:9]1[C:14]([O:15][CH3:16])=[CH:13][C:12]([C:17](=[O:19])[CH3:18])=[C:11]([N+:20]([O-])=O)[CH:10]=1)[C:2]1[CH:7]=[CH:6][CH:5]=[CH:4][CH:3]=1.C([O-])=O.[NH4+]>C1(C)C=CC=CC=1.O.CCOC(C)=O.[Fe]>[NH2:20][C:11]1[CH:10]=[C:9]([O:8][CH2:1][C:2]2[CH:7]=[CH:6][CH:5]=[CH:4][CH:3]=2)[C:14]([O:15][CH3:16])=[CH:13][C:12]=1[C:17](=[O:19])[CH3:18] |f:1.2,3.4|. Procedure details: A suspension of 1-(4-Benzyloxy-5-methoxy-2-nitrophenyl)ethanone (36.00 g, 120 mmol), iron powder (26.80 g, 480 mmol) and HCOONH4 (31.53 g, 500 mmol) in a mixture of toluene/water (500 mL/500 mL) was stirred at 103° C. overnight. The mixture was cooled to room temperature, diluted with EtOAc (500 mL), stirred at room temperature for 3 hours, and filtered through a celite pad. The filtrate was concentrated in vacuo to give the title compound as a yellow solid (32.1 g, 99%). Product: C(C=C)C=1C(=C(C=CC1)C(C)=O)O (3'-allyl-2'-hydroxyacetophenone). Solvent: CC(=O)C (acetone), CCCCCC (hexane). Reaction conditions: temperature 165 celsius. RXN SMILES: [OH-:1].[K+].O[CH2:4][C:5]([C:7]1[CH:12]=[CH:11][CH:10]=[CH:9][CH:8]=1)=[O:6].[CH2:13](Br)[CH:14]=[CH2:15]>CC(C)=O.CCCCCC>[CH2:13]([C:11]1[C:12]([OH:1])=[C:7]([C:5](=[O:6])[CH3:4])[CH:8]=[CH:9][CH:10]=1)[CH:14]=[CH2:15] |f:0.1|. Procedure: A suspension of 6.2 g of potassium hydroxide, 10 g of 2-hydroxyacetophenone and 17.8 g of allyl bromide in 550 ml of acetone was refluxed for 16 hours, cooled and filtered. The solids were extracted with three 250 ml portions of chloroform and the combined acetone filtrate and chloroform extracts concentrated to give a residue which was then heated at 165° C. for 18 hours, cooled, diluted with 250 ml of hexane and filtered. The resulting filtrate was concentrated in vacuo to give 10.02 g of 3'-a... Starting materials: [OH-].[K+] (potassium hydroxide), OCC(=O)C1=CC=CC=C1 (2-hydroxyacetophenone), C(C=C)Br (allyl bromide). The yield is 77.4%.